Dataset: the Open Reaction Database (ORD), a public repository of structured organic reaction records. Task: describe an organic reaction: reactants, conditions, products, and yield Reactants: CS(=O)(=O)OC[C@@H]1OCCOC1 ((2R)-1,4-Dioxan-2-ylmethyl methanesulfonate), NC1=CC=C(C=C1)C=1C(=NC=C(C1)Br)N (3-(4-aminophenyl)-5-bromopyridin-2-amine), CC1(OB(OC1(C)C)C=1C=NNC1)C (4-(4,4,5,5-Tetramethyl-1,3,2-dioxaborolan-2-yl)-1H-pyrazole), C([O-])([O-])=O.[Cs+].[Cs+] (cesium carbonate). The reagents and catalysts are [I-].C(CCC)[N+](CCCC)(CCCC)CCCC (tetra-n-butylammonium iodide), C1=CC=C(C=C1)P([C-]2C=CC=C2)C3=CC=CC=C3.C1=CC=C(C=C1)P([C-]2C=CC=C2)C3=CC=CC=C3.Cl[Pd]Cl.[Fe+2].ClCCl ([1,1′-bis(diphenylphosphino)ferrocene]palladium(II) dichloride dichloromethane). The solvent is C(C)(=O)OCC (ethyl acetate), O1CCOCC1 (1,4-dioxane). Yields the product NC1=CC=C(C=C1)C=1C(=NC=C(C1)C=1C=NN(C1)C[C@@H]1OCCOC1)N (3-(4-Aminophenyl)-5-{1-[(2S)-1,4-dioxan-2-ylmethyl]-1H-pyrazol-4-yl}pyridin-2-amine). The yield is 71.0%. As a reaction SMILES: CC1(C)C(C)(C)OB([C:9]2[CH:10]=[N:11][NH:12][CH:13]=2)O1.C(=O)([O-])[O-].[Cs+].[Cs+].CS(O[CH2:26][C@H:27]1[CH2:32][O:31][CH2:30][CH2:29][O:28]1)(=O)=O.[NH2:33][C:34]1[CH:39]=[CH:38][C:37]([C:40]2[C:41]([NH2:47])=[N:42][CH:43]=[C:44](Br)[CH:45]=2)=[CH:36][CH:35]=1>O1CCOCC1.[I-].C([N+](CCCC)(CCCC)CCCC)CCC.C1C=CC(P(C2C=CC=CC=2)[C-]2C=CC=C2)=CC=1.C1C=CC(P(C2C=CC=CC=2)[C-]2C=CC=C2)=CC=1.Cl[Pd]Cl.[Fe+2].ClCCl.C(OCC)(=O)C>[NH2:33][C:34]1[CH:39]=[CH:38][C:37]([C:40]2[C:41]([NH2:47])=[N:42][CH:43]=[C:44]([C:9]3[CH:13]=[N:12][N:11]([CH2:26][C@H:27]4[CH2:32][O:31][CH2:30][CH2:29][O:28]4)[CH:10]=3)[CH:45]=2)=[CH:36][CH:35]=1 |f:1.2.3,7.8,9.10.11.12.13|. Reported procedure: 4-(4,4,5,5-Tetramethyl-1,3,2-dioxaborolan-2-yl)-1H-pyrazole (10.0 g) was added to a suspension of cesium carbonate (75.6 g) in 1,4-dioxane (200 ml), followed by stirring. (2R)-1,4-Dioxan-2-ylmethyl methanesulfonate (12.1 g) and tetra-n-butylammonium iodide (0.95 g) were then added, and the mixture was stirred at 100° C. for six hours. After cooling the reaction solution to room temperature, 3-(4-aminophenyl)-5-bromopyridin-2-amine (10.9 g) and [1,1′-bis(diphenylphosphino)ferrocene]palladium(II) ... Starting materials: CCN(C(C)C)C(C)C, CN(C)CCCN, CN(C)C=O, COc1cc(C(=O)O)ccc1Nc1ncc2c(n1)N(C1CC1c1ccccc1)CC(F)(F)C(=O)N2C, O. The product is COc1cc(C(=O)NCCCN(C)C)ccc1Nc1ncc2c(n1)N(C1CC1c1ccccc1)CC(F)(F)C(=O)N2C. RXN SMILES: [CH2:37]([N:38]([CH:39]([CH3:40])[CH3:41])[CH:42]([CH3:43])[CH3:44])[CH3:45].[CH3:46][N:47]([CH2:48][CH2:49][CH2:50][NH2:51])[CH3:52].[CH3:53][N:54]([CH3:55])[CH:56]=[O:57].[F:1][C:2]1([F:36])[C:3](=[O:35])[N:4]([CH3:34])[c:5]2[c:6]([n:18][c:19]([NH:22][c:23]3[c:24]([O:32][CH3:33])[cH:25][c:26]([C:27](=[O:28])[OH:29])[cH:30][cH:31]3)[n:20][cH:21]2)[N:7]([CH:9]2[CH:10]([c:12]3[cH:13][cH:14][cH:15][cH:16][cH:17]3)[CH2:11]2)[CH2:8]1.[OH2:58]>>[F:1][C:2]1([F:36])[C:3](=[O:35])[N:4]([CH3:34])[c:5]2[c:6]([n:18][c:19]([NH:22][c:23]3[c:24]([O:32][CH3:33])[cH:25][c:26]([C:27](=[O:29])[NH:51][CH2:50][CH2:49][CH2:48][N:47]([CH3:46])[CH3:52])[cH:30][cH:31]3)[n:20][cH:21]2)[N:7]([CH:9]2[CH:10]([c:12]3[cH:13][cH:14][cH:15][cH:16][cH:17]3)[CH2:11]2)[CH2:8]1. Starting materials: C(CCCCC)SCC1C(C2CCC1O2)CC=CCCC(C(OCC2=CC=CC=C2)=NO)(C)C (7-[3-[(Hexylthio)methyl]-7-oxabicyclo[2.2.1]hept-2-yl]-N-hydroxy-2,2,-dimethyl-5-heptenimidic acid, phenylmethyl ester), I(=O)(=O)(=O)[O-].[Na+] (sodium periodate), O1CCCC1 (Tetrahydrofuran). Run in CO (methanol). Reaction conditions: time 15 hour. Yields the product C(CCCCC)S(=O)CC1C(C2CCC1O2)CC=CCCC(C(OCC2=CC=CC=C2)=N)(C)C (7-[3-[(hexylsulfinyl)methyl]-7-oxabicyclo[2.2.1]hept-2-yl]-2,2-dimethyl-5-heptenimidic acid, phenylmethyl ester), [1α,2β(5Z),3β,4α]-7-[3-[(hexylsulfonyl)methyl]-7-oxabicyclo[2.2.1]hept-2-yl]-2,2-dimethyl-5-heptenimidic acid, phenylmethyl ester. RXN SMILES: [CH2:1]([S:7][CH2:8][CH:9]1[CH:14]2[O:15][CH:11]([CH2:12][CH2:13]2)[CH:10]1[CH2:16][CH:17]=[CH:18][CH2:19][CH2:20][C:21]([CH3:34])([CH3:33])[C:22](=[N:31]O)[O:23][CH2:24][C:25]1[CH:30]=[CH:29][CH:28]=[CH:27][CH:26]=1)[CH2:2][CH2:3][CH2:4][CH2:5][CH3:6].I([O-])(=O)(=O)=[O:36].[Na+].O1CCCC1>CO>[CH2:1]([S:7]([CH2:8][CH:9]1[CH:14]2[O:15][CH:11]([CH2:12][CH2:13]2)[CH:10]1[CH2:16][CH:17]=[CH:18][CH2:19][CH2:20][C:21]([CH3:34])([CH3:33])[C:22](=[NH:31])[O:23][CH2:24][C:25]1[CH:30]=[CH:29][CH:28]=[CH:27][CH:26]=1)=[O:36])[CH2:2][CH2:3][CH2:4][CH2:5][CH3:6] |f:1.2|. Procedure: To a solution of 634 mg (1.72 mmol) of [1α,2β(5Z),3β,4α]-7-[3-([hexylthio)methyl]-7-oxabicyclo[2.2.1]hept-2-yl]-2,2-dimethyl-5-heptenimidic acid, phenylmethyl ester (prepared as described in Example 17) in 6.78 ml of methanol at 0° C. is added dropwise over 4 minutes 4.8 ml of 0.5M aqueous sodium periodate solution. Tetrahydrofuran (2 ml) is then added and the resulting reaction mixture is stirred at room temperature for 15 hours. A precipitate is removed by filtration and washed with ether (3×5...